This data is from the Open Reaction Database (ORD), a public repository of structured organic reaction records. The task is: describe an organic reaction: reactants, conditions, products, and yield The reactants are C(=O)(OC)C1=C(C(=O)NN(C(=S)NC2=CC=CC=C2)C)C=CC=C1 (1-(2-Carbomethoxybenzoyl)-2-methyl-4-phenyl-3-thiosemicarbazide), C(C)OCC (diethyl ether), CNC (dimethylamine). Product: CN(C(=O)C1=C(C(=O)NN(C(=S)NC2=CC=CC=C2)C)C=CC=C1)C (1-(2-Dimethylaminocarbonylbenzoyl)-2-methyl-4-phenyl-3-thiosemicarbazide). RXN SMILES: [C:1]([C:5]1[CH:24]=[CH:23][CH:22]=[CH:21][C:6]=1[C:7]([NH:9][N:10]([CH3:20])[C:11]([NH:13][C:14]1[CH:19]=[CH:18][CH:17]=[CH:16][CH:15]=1)=[S:12])=[O:8])([O:3]C)=O.C(OCC)C.[CH3:30][NH:31][CH3:32]>>[CH3:30][N:31]([CH3:32])[C:1]([C:5]1[CH:24]=[CH:23][CH:22]=[CH:21][C:6]=1[C:7]([NH:9][N:10]([CH3:20])[C:11]([NH:13][C:14]1[CH:19]=[CH:18][CH:17]=[CH:16][CH:15]=1)=[S:12])=[O:8])=[O:3]. Procedure: 1-(2-Carbomethoxybenzoyl)-2-methyl-4-phenyl-3-thiosemicarbazide (5 g, 0.148 mole) was suspended in aqueous dimethylamine. The pH of the suspension was adjusted to about 3. A tacky precipitate was formed which became solid after addition of diethyl ether. This solid--title product--had a melting point of 140°-143°, yield 3.7 g. The reactants are O (Water), [H-].[Na+] (NaH), CN(C)C=O (DMF), IC (Iodomethane), NC=1C(=C(C=CC1Cl)O)C (3-amino-4-chloro-2-methylphenol). Reaction conditions: time 30 minute. Product: ClC1=CC=C(C(=C1CN)C)OC (6-chloro-3-methoxy-2-methylbenzylamine). RXN SMILES: [H-].[Na+].N[C:4]1[C:5]([CH3:12])=[C:6]([OH:11])[CH:7]=[CH:8][C:9]=1[Cl:10].I[CH3:14].O.[CH3:16][N:17](C=O)C>>[Cl:10][C:9]1[C:4]([CH2:16][NH2:17])=[C:5]([CH3:12])[C:6]([O:11][CH3:14])=[CH:7][CH:8]=1 |f:0.1|. Reported procedure: NaH, 60% (0.236 mol) was stirred in DMF (500 ml), at room temperature. 3-amino-4-chloro-2-methylphenol (0.236 mol) was added portionwise (exothermic temperature rise to 32° C.). The reaction mixture was stirred for 30 minutes, allowing the temperature to drop to room temperature. Iodomethane (0.236 mol) was added dropwise. The reaction mixture was stirred for one hour at room temperature. Water was added (at first, slowly). This mixture was extracted with toluene. The separated organic layer was... Starting materials: CC(C)(C)OC(=O)NC1(c2ccc(-c3c(CC(=O)O)nc4n3-c3cccnc3Nc3ccccc3-4)cc2)CCC1, CCN=C=NCCCN(C)C, CCN(C(C)C)C(C)C, ClCCl, Nc1ccccc1. The product is CC(C)(C)OC(=O)NC1(c2ccc(-c3c(CC(=O)Nc4ccccc4)nc4n3-c3cccnc3Nc3ccccc3-4)cc2)CCC1. RXN SMILES: [C:1]([CH3:2])([CH3:3])([CH3:4])[O:5][C:6](=[O:7])[NH:8][C:9]1([c:13]2[cH:14][cH:15][c:16](-[c:19]3[c:20]([CH2:37][C:38](=[O:39])[OH:40])[n:21][c:22]4[n:23]3-[c:24]3[c:25]([n:33][cH:34][cH:35][cH:36]3)[NH:26][c:27]3[c:28]-4[cH:29][cH:30][cH:31][cH:32]3)[cH:17][cH:18]2)[CH2:10][CH2:11][CH2:12]1.[CH2:48]([N:49]=[C:50]=[N:51][CH2:52][CH2:53][CH2:54][N:55]([CH3:56])[CH3:57])[CH3:58].[CH:59]([N:60]([CH:61]([CH3:62])[CH3:63])[CH2:64][CH3:65])([CH3:66])[CH3:67].[Cl:68][CH2:69][Cl:70].[NH2:41][c:42]1[cH:43][cH:44][cH:45][cH:46][cH:47]1>>[C:1]([CH3:2])([CH3:3])([CH3:4])[O:5][C:6](=[O:7])[NH:8][C:9]1([c:13]2[cH:14][cH:15][c:16](-[c:19]3[c:20]([CH2:37][C:38](=[O:40])[NH:41][c:42]4[cH:43][cH:44][cH:45][cH:46][cH:47]4)[n:21][c:22]4[n:23]3-[c:24]3[c:25]([n:33][cH:34][cH:35][cH:36]3)[NH:26][c:27]3[c:28]-4[cH:29][cH:30][cH:31][cH:32]3)[cH:17][cH:18]2)[CH2:10][CH2:11][CH2:12]1. Reactants: C(C)OC(=O)C=1N(C2=C(C=C(C=C2C1)F)Br)CCNC(=O)OC(C)(C)C (7-bromo-1-(2-tert-butoxycarbonylamino-ethyl)-5-fluoro-1H-indole-2-carboxylic acid ethyl ester), FC(C(=O)O)(F)F (trifluoroacetic acid), C([O-])([O-])=O.[K+].[K+] (Potassium carbonate). Solvent: ClCCl (dichloromethane). Run at temperature 0 celsius, time 15 minute. The product is BrC1=CC(=CC=2C=C3N(C12)CCNC3=O)F (6-Bromo-8-fluoro-3,4-dihydro-2H-pyrazino[1,2-a]indol-1-one). Isolated yield 90.2%. Reaction SMILES: C(OC([C:6]1[N:7]([CH2:17][CH2:18][NH:19][C:20]([O:22]C(C)(C)C)=O)[C:8]2[C:13]([CH:14]=1)=[CH:12][C:11]([F:15])=[CH:10][C:9]=2[Br:16])=O)C.FC(F)(F)C(O)=O.C(=O)([O-])[O-].[K+].[K+]>ClCCl>[Br:16][C:9]1[C:8]2[N:7]3[CH2:17][CH2:18][NH:19][C:20](=[O:22])[C:6]3=[CH:14][C:13]=2[CH:12]=[C:11]([F:15])[CH:10]=1 |f:2.3.4|. Procedure: To a stirred solution of ethyl 7-bromo-1-(2-(tert-butoxycarbonylamino)ethyl)-5-fluoro-1H-indole-2-carboxylate (step A) (1.43 g, 3.33 mmol) in dichloromethane (15.2 ml) was added drop wise at 0° C. trifluoroacetic acid (4.79 g, 3.23 ml, 42.0 mmol). Afterwards the solution was allowed to stir for 15 min at 0° C., and for 30 min at room temperature. The reaction mixture was evaporated and the remaining material was solved in methanol (15.2 ml). Potassium carbonate (1.83 g, 13.3 mmol) was added and ... Starting materials: O=C1NC=2C=CC=C3C2N(C1)[C@@H]1[C@H]3CN(CC1)C(=O)OCC (ethyl (6bR,10aS)-2-oxo-2,3,6b,9,10,10a-hexahydro-1H-pyrido[3′,4′:4,5]pyrrolo[1,2,3-de]quinoxaline-8(7H)-carboxylate), C(C1=CC=CC=C1)I (benzyl iodide), alkyl halide. The product is C(C1=CC=CC=C1)N1CCN2C=3C(=CC=CC13)[C@H]1[C@@H]2CCNC1 ((6bR,10aS)-3-benzyl-2,3,6b,7,8,9,10,10a-octahydro-1H-pyrido[3′,4′:4,5]pyrrolo[1,2,3-de]quinoxaline). RXN SMILES: O=[C:2]1[CH2:11][N:10]2[C@H:12]3[CH2:17][CH2:16][N:15](C(OCC)=O)[CH2:14][C@H:13]3[C:8]3[C:9]2=[C:4]([CH:5]=[CH:6][CH:7]=3)[NH:3]1.[CH2:23](I)[C:24]1[CH:29]=[CH:28][CH:27]=[CH:26][CH:25]=1>>[CH2:23]([N:3]1[C:4]2[CH:5]=[CH:6][CH:7]=[C:8]3[C@@H:13]4[CH2:14][NH:15][CH2:16][CH2:17][C@@H:12]4[N:10]([C:9]=23)[CH2:11][CH2:2]1)[C:24]1[CH:29]=[CH:28][CH:27]=[CH:26][CH:25]=1. Procedure details: Utilizing the material from Example 255 Step A, the title compound was prepared in analogous fashion using benzyl iodide as the alkyl halide and following the procedure of Step B-D of Example 255, as a viscous liquid. 1H NMR (CDCl3, 300 MHz) δ 1.60–2.0 (m, 2H), 2.55–2.95 (m, 4H), 2.95–3.15 (m, 2H), 3.20–3.45 (m, 3H), 4,40 (q, J=16.1 Hz, 2H), 6.41 (d, J=7.1 Hz, 1H), 6.51 (d, J=7.1 Hz, 1H), 6.62 (t, J=7.1 Hz, 1H), 7.20–7.40 (m, 5H) ppm. MS (CI): 306 (M+H+). Starting materials: C1(CC1)N1C=C(C(C2=C(C(=C(C(=C12)F)F)F)F)=O)C(=O)O (1-cyclopropyl-5,6,7,8-tetrafluoro-1,4-dihydro-4-oxoquinoline-3-carboxylic acid), ON=C1CNCC1.FC(C(=O)[O-])(F)F (3-hydroxyiminopyrrolidine trifluoroacetate), CS(=O)C (dimethyl sulfoxide). The solvent is C(C)(C)O (isopropanol). Product: C1(CC1)N1C=C(C(C2=C(C(=C(C(=C12)F)N1CC(CC1)=NO)F)F)=O)C(=O)O (1-cyclopropyl-5,6,8-trifluoro-1,4-dihydro 7-(3-hydroxyimino-1-pyrrolidinyl)-4-oxoquinoline-3-carboxylic acid). Isolated yield 44.6%. As a reaction SMILES: [CH:1]1([N:4]2[C:13]3[C:8](=[C:9]([F:17])[C:10]([F:16])=[C:11](F)[C:12]=3[F:14])[C:7](=[O:18])[C:6]([C:19]([OH:21])=[O:20])=[CH:5]2)[CH2:3][CH2:2]1.[OH:22][N:23]=[C:24]1[CH2:28][CH2:27][NH:26][CH2:25]1.FC(F)(F)C([O-])=O.CS(C)=O>C(O)(C)C>[CH:1]1([N:4]2[C:13]3[C:8](=[C:9]([F:17])[C:10]([F:16])=[C:11]([N:26]4[CH2:27][CH2:28][C:24](=[N:23][OH:22])[CH2:25]4)[C:12]=3[F:14])[C:7](=[O:18])[C:6]([C:19]([OH:21])=[O:20])=[CH:5]2)[CH2:3][CH2:2]1 |f:1.2|. Procedure details: The reaction was conducted at room temperature for 3 hours in the same manner as in Example 3 except that 300 mg (1 mmol) of 1-cyclopropyl-5,6,7,8-tetrafluoro-1,4-dihydro-4-oxoquinoline-3-carboxylic acid and 535 mg (2.5 mmol) of 3-hydroxyiminopyrrolidine-trifluoroacetate were used as starting materials and 5 ml of dimethyl sulfoxide was used as the solvent for reaction. 7 ml of isopropanol was added to the reaction mixture, and the precipitate thereby formed was collected by filtration and recry... Starting materials: 4-Methylphenyltriflate, C1(=CC=CC=C1)C (toluene), O([Na])C(C)(C)C (NaO-t-Bu), N1CCCCC1 (Piperidine), C1(=CC=CC=C1)C (toluene), PTFE. The reagents and catalysts are C1=CC=C(C=C1)P([C-]2C=CC=C2)C3=CC=CC=C3.C1=CC=C(C=C1)P([C-]2C=CC=C2)C3=CC=CC=C3.[Fe+2] (DPPF), C=1C=CC(=CC1)/C=C/C(=O)/C=C/C2=CC=CC=C2.C=1C=CC(=CC1)/C=C/C(=O)/C=C/C2=CC=CC=C2.[Pd] (Pd(dba)2). Conditions: temperature 100 celsius. Yields the product CC1=CC=C(C=C1)N1CCCCC1 (1-(4-methylphenyl)piperidine). The yield is 77.0%. As a reaction SMILES: O(C(C)(C)C)[Na].[NH:7]1[CH2:12][CH2:11][CH2:10][CH2:9][CH2:8]1.[C:13]1([CH3:19])[CH:18]=[CH:17][CH:16]=[CH:15][CH:14]=1>C1C=CC(/C=C/C(/C=C/C2C=CC=CC=2)=O)=CC=1.C1C=CC(/C=C/C(/C=C/C2C=CC=CC=2)=O)=CC=1.[Pd].C1C=CC(P(C2C=CC=CC=2)[C-]2C=CC=C2)=CC=1.C1C=CC(P(C2C=CC=CC=2)[C-]2C=CC=C2)=CC=1.[Fe+2]>[CH3:19][C:13]1[CH:18]=[CH:17][C:16]([N:7]2[CH2:12][CH2:11][CH2:10][CH2:9][CH2:8]2)=[CH:15][CH:14]=1 |f:3.4.5,6.7.8|. Procedure details: This example is representative of procedure "B". Into a screw-capped test tube were weighed 29 mg (0.052 mmol) Pd(dba)2, 55 mg (0.10 mmol) DPPF, and 144 mg (1.5 mmol) NaO-t-Bu. The solid materials were suspended in 12 ml of toluene. 4-Methylphenyltriflate (240 mg, 1.0 mmol) was dissolved in 1 ml of toluene and added to the test tube. The test tube was sealed with a cap containing a PTFE septum and removed from the dry box. Piperidine (148 μl, 1.5 mmol) was added to the test tube by syringe. The ...